From a dataset of the Open Reaction Database (ORD), a public repository of structured organic reaction records. describe an organic reaction: reactants, conditions, products, and yield The reactants are BrCC(=O)OC(C)(C)C (t-butyl bromoacetate), [O-]C#N.[K+] (potassium cyanate), C(C)(C)(C)OC(=O)N[C@@H]1C(N[C@H]1C)=O ((3S-trans)-3-[[(t-Butyloxy)carbonyl]amino]-4-methyl-2-azetidinone). The solvent is CN(C=O)C (dimethylformamide). Conditions: temperature 100 celsius. Yields the product C(C)(C)(C)OC(=O)N[C@@H]1C(N([C@H]1C)C(=O)NCC(=O)OC(C)(C)C)=O ((3S-trans)-N-[[3-[[(t-Butyloxy)carbonyl]amino]-4-methyl-2-oxo-1-azetidinyl]carbonyl]glycine, t-butyl ester). Isolated yield 20.8%. Reaction SMILES: [O-:1][C:2]#[N:3].[K+].Br[CH2:6][C:7]([O:9][C:10]([CH3:13])([CH3:12])[CH3:11])=[O:8].[C:14]([O:18][C:19]([NH:21][C@H:22]1[C@H:25]([CH3:26])[NH:24][C:23]1=[O:27])=[O:20])([CH3:17])([CH3:16])[CH3:15]>CN(C)C=O>[C:14]([O:18][C:19]([NH:21][C@H:22]1[C@H:25]([CH3:26])[N:24]([C:2]([NH:3][CH2:6][C:7]([O:9][C:10]([CH3:13])([CH3:12])[CH3:11])=[O:8])=[O:1])[C:23]1=[O:27])=[O:20])([CH3:17])([CH3:15])[CH3:16] |f:0.1|. Procedure: To a suspension of potassium cyanate (186 mg, 2.3 mmol) in 2 ml of dimethylformamide was added t-butyl bromoacetate (0.356 ml, 2.2 mmol). The mixture was heated to 100° C. for 1 hour and cooled to room temperature. (3S-trans)-3-[[(t-Butyloxy)carbonyl]amino]-4-methyl-2-azetidinone (400 mg, 2.0 mmol) was then added, and the mixture was heated to 140° C. for 1 hour. Upon cooling to room temperature, the crude product was extracted from ice cold 5% HCl with three portions of ethyl acetate. The combi... Starting materials: C(CC#C)OC1=CC=C(C=C1)C(=O)C1=CC=CC=C1 ((4-but-3-ynyloxy-phenyl)-phenylmethanone), C(C)OC([C@H](CC1=CC=C(C=C1)OS(=O)(=O)C(F)(F)F)OC)=O ((2S)-2-Methoxy-3-(4-trifluoromethane-sulfonyloxy-phenyl)-propionic acid ethyl ester). Procedure: This compound was prepared from (4-but-3-ynyloxy-phenyl)-phenylmethanone and (2S)-2-Methoxy-3-(4-trifluoromethane-sulfonyloxy-phenyl)-propionic acid ethyl ester (Example 1, Step A) following the procedure described in Example 38, Step C (66%). 1H-NMR (200.15 MHz, CDCl3): δ 37.85–7.73 (m, 4H), 7.57–7.43 (m; 3H), 7.34 (d, 2H, J=8.1), 7.16 (d, 2H, J=8.3), 7.00 (d, 2H, J=8.6), 4.25 (t, 2H, J=7.0), 4.18 (q, 2H, J=7.0), 3.92 (dd, 1H, J=7.3, 5.6), 3.34 (s, 3H), 3.01 (s, 1H), 2.98 (d, 1H, J=3.5), 2.93 (... Reaction SMILES: [CH2:1]([O:5][C:6]1[CH:11]=[CH:10][C:9]([C:12]([C:14]2[CH:19]=[CH:18][CH:17]=[CH:16][CH:15]=2)=[O:13])=[CH:8][CH:7]=1)[CH2:2][C:3]#[CH:4].[CH2:20]([O:22][C:23](=[O:42])[C@@H:24]([O:40][CH3:41])[CH2:25][C:26]1[CH:31]=[CH:30][C:29](OS(C(F)(F)F)(=O)=O)=[CH:28][CH:27]=1)[CH3:21]>>[CH2:20]([O:22][C:23](=[O:42])[C@@H:24]([O:40][CH3:41])[CH2:25][C:26]1[CH:31]=[CH:30][C:29]([C:4]#[C:3][CH2:2][CH2:1][O:5][C:6]2[CH:11]=[CH:10][C:9]([C:12](=[O:13])[C:14]3[CH:19]=[CH:18][CH:17]=[CH:16][CH:15]=3)=[CH:8][CH:7]=2)=[CH:28][CH:27]=1)[CH3:21]. Yields the product C(C)OC([C@H](CC1=CC=C(C=C1)C#CCCOC1=CC=C(C=C1)C(C1=CC=CC=C1)=O)OC)=O ((2S)-3-{4-[4-(4-Benzoyl-phenoxy)-but-1-ynyl]-phenyl}-2-methoxy-propionic acid ethyl ester).